From a dataset of the Open Reaction Database (ORD), a public repository of structured organic reaction records. describe an organic reaction: reactants, conditions, products, and yield The reactants are C1(=CC=CC=C1)C(CNC1=C2N=CN(C2=NC(=N1)N[C@H]1[C@@H](CCC1)O)[C@H]1[C@H](O)[C@H](O)[C@H](O1)C(=O)NCC)C1=CC=CC=C1 ((1R-trans)-1-deoxy-1-[6-[(2,2-diphenylethyl)amino]-2-[(2-hydroxycyclopentyl)amino]-9H-purin-9-yl]-N-ethyl-β-D-ribofuranuronamide), ClC1=NC=C2NC=NC2=N1 (2-chloropurine). Product: C1(CCCC1)NC1=NC(=C2N=CN(C2=N1)[C@H]1[C@H](O)[C@H](O)[C@H](O1)C(=O)NCC)NCC(C1=CC=CC=C1)C1=CC=CC=C1 (1-[2-(Cyclopentylamino)6-[(2,2-diphenylethyl)amino]-9H-purin-9-yl]-1-deoxy-N-ethyl-β-D-ribofuranuronamide). Reaction SMILES: [C:1]1([CH:7]([C:38]2[CH:43]=[CH:42][CH:41]=[CH:40][CH:39]=2)[CH2:8][NH:9][C:10]2[N:18]=[C:17]([NH:19][C@@H:20]3[CH2:24][CH2:23][CH2:22][C@H:21]3O)[N:16]=[C:15]3[C:11]=2[N:12]=[CH:13][N:14]3[C@@H:26]2[O:32][C@H:31]([C:33]([NH:35][CH2:36][CH3:37])=[O:34])[C@@H:29]([OH:30])[C@H:27]2[OH:28])[CH:6]=[CH:5][CH:4]=[CH:3][CH:2]=1.ClC1N=C2C(NC=N2)=CN=1>>[CH:20]1([NH:19][C:17]2[N:16]=[C:15]3[C:11]([N:12]=[CH:13][N:14]3[C@@H:26]3[O:32][C@H:31]([C:33]([NH:35][CH2:36][CH3:37])=[O:34])[C@@H:29]([OH:30])[C@H:27]3[OH:28])=[C:10]([NH:9][CH2:8][CH:7]([C:38]3[CH:43]=[CH:42][CH:41]=[CH:40][CH:39]=3)[C:1]3[CH:6]=[CH:5][CH:4]=[CH:3][CH:2]=3)[N:18]=2)[CH2:21][CH2:22][CH2:23][CH2:24]1. Procedure: (1R-trans)-1-deoxy-1-[6-[(2,2-diphenylethyl)amino]-2-[(2-hydroxycyclopentyl)amino]-9H-purin-9-yl]-N-ethyl-β-D-ribofuranuronamide, from the 2-chloropurine (0.35 g) and (R)-(trans)-2-aminocyclopentanol1 (1.0 g) at 130° C. for 10h. The product was purified on silica eluting with ethyl acetate:methanol 19:1 and then on silica eluting with dichloromethane:methanol:0.880 ammonia (100:8:1). The product had m.p. 122 to 130° C. Analysis found C,62.6, H,6.2, N,16.2%; C31H37N7O5.0.4H2O requires C,62.6, H,6... Starting materials: C12(CC3CC(CC(C1)C3)C2)C=2C=C(C=CC2OCOCCOC)/C=C/C2=CC=C(C(=O)OCC)C=C2 (ethyl 4-[(E)-2-(3-(1-adamantyl)-4-methoxyethoxymethoxyphenyl)ethenyl]benzoate). Run in [OH-].[Na+] (sodium hydroxide). Yields the product C12(CC3CC(CC(C1)C3)C2)C=2C=C(C=CC2OCOCCOC)/C=C/C2=CC=C(C(=O)O)C=C2 (4-[(E)-2-(3-(1-Adamantyl)-4-methoxyethoxymethoxy-phenyl)ethenyl]benzoic acid). RXN SMILES: [C:1]12([C:11]3[CH:12]=[C:13](/[CH:24]=[CH:25]/[C:26]4[CH:36]=[CH:35][C:29]([C:30]([O:32]CC)=[O:31])=[CH:28][CH:27]=4)[CH:14]=[CH:15][C:16]=3[O:17][CH2:18][O:19][CH2:20][CH2:21][O:22][CH3:23])[CH2:10][CH:5]3[CH2:6][CH:7]([CH2:9][CH:3]([CH2:4]3)[CH2:2]1)[CH2:8]2>[OH-].[Na+]>[C:1]12([C:11]3[CH:12]=[C:13](/[CH:24]=[CH:25]/[C:26]4[CH:27]=[CH:28][C:29]([C:30]([OH:32])=[O:31])=[CH:35][CH:36]=4)[CH:14]=[CH:15][C:16]=3[O:17][CH2:18][O:19][CH2:20][CH2:21][O:22][CH3:23])[CH2:10][CH:5]3[CH2:4][CH:3]([CH2:9][CH:7]([CH2:6]3)[CH2:8]1)[CH2:2]2 |f:1.2|. Reported procedure: 2.0 g (4.0 mmol) of ethyl 4-[(E)-2-(3-(1-adamantyl)-4-methoxyethoxymethoxyphenyl)ethenyl]benzoate and methanolic sodium hydroxide solution (1.6 g of sodium hydroxide in 50 ml of methanol) were introduced into a round-bottomed flask. The mixture was refluxed for four hours and evaporated to dryness, and the residue was taken up in water and acidified to pH 1. The aqueous phase was extracted with ethyl acetate and the organic phase was separated out after settling had taken place, dried over magne... Reactants: CC=1N=C(SC1C)N (4,5-Dimethylthiazol-2-ylamine), BrC1CCC1 (bromocyclobutane), C12(CC3CC(CC(C1)C3)C2)C(=O)O (1-adamantane carboxylic acid). The product is C1(CCC1)N1/C(/SC(=C1C)C)=N/C(=O)C12CC3CC(CC(C1)C3)C2 (N-[(2Z )-3-cyclobutyl-4,5-dimethyl-1,3-thiazol-2(3H)-ylidene]adamantane-1-carboxamide). RXN SMILES: [CH3:1][C:2]1[N:3]=[C:4]([NH2:8])[S:5][C:6]=1[CH3:7].Br[CH:10]1[CH2:13][CH2:12][CH2:11]1.[C:14]12([C:24](O)=[O:25])[CH2:23][CH:18]3[CH2:19][CH:20]([CH2:22][CH:16]([CH2:17]3)[CH2:15]1)[CH2:21]2>>[CH:10]1([N:3]2[C:2]([CH3:1])=[C:6]([CH3:7])[S:5]/[C:4]/2=[N:8]\[C:24]([C:14]23[CH2:23][CH:18]4[CH2:17][CH:16]([CH2:22][CH:20]([CH2:19]4)[CH2:21]2)[CH2:15]3)=[O:25])[CH2:13][CH2:12][CH2:11]1. Reported procedure: 4,5-Dimethylthiazol-2-ylamine, bromocyclobutane and 1-adamantane carboxylic acid were processed according to the method of Example 47 to afford the title compound. 1H NMR (CDCl3, 500 MHz) δ ppm 0.43-0.53 (m, 3 H) 1.21-1.29 (m, J=7.18, 7.18 Hz, 1 H) 1.60-1.74 (m, J=15.60 Hz, 7 H) 1.82 (d, J=2.81 Hz, 6 H) 1.94-2.03 (m, 3 H) 2.17 (s, 3 H) 2.24 (s, 3 H) 4.06 (d, J=7.18 Hz, 2 H); MS (ESI) m/z 345 (M+H)+. The reactants are O=C1Cc2ccccc2C(=O)N1Cc1ccc(Br)cc1F, C1CCOC1, C[Si](C)(C)[N-][Si](C)(C)C, CC1CCC(C(C)C)C(OC(=O)Cl)C1, [Li+]. The product is CC1CCC(C(C)C)C(OC(=O)C2C(=O)N(Cc3ccc(Br)cc3F)C(=O)c3ccccc32)C1. Reaction SMILES: [Br:1][c:2]1[cH:3][c:4]([F:21])[c:5]([CH2:8][N:9]2[C:10](=[O:20])[c:11]3[cH:12][cH:13][cH:14][cH:15][c:16]3[CH2:17][C:18]2=[O:19])[cH:6][cH:7]1.[CH2:46]1[O:47][CH2:48][CH2:49][CH2:50]1.[CH3:22][Si:23]([N-:24][Si:25]([CH3:26])([CH3:27])[CH3:28])([CH3:29])[CH3:30].[Cl:32][C:33](=[O:34])[O:35][CH:36]1[CH2:37][CH:38]([CH3:45])[CH2:39][CH2:40][CH:41]1[CH:42]([CH3:43])[CH3:44].[Li+:31]>>[Br:1][c:2]1[cH:3][c:4]([F:21])[c:5]([CH2:8][N:9]2[C:10](=[O:20])[c:11]3[cH:12][cH:13][cH:14][cH:15][c:16]3[CH:17]([C:33](=[O:34])[O:35][CH:36]3[CH2:37][CH:38]([CH3:45])[CH2:39][CH2:40][CH:41]3[CH:42]([CH3:43])[CH3:44])[C:18]2=[O:19])[cH:6][cH:7]1. Starting materials: ClCC(=O)C1N(CCC1)C(=O)OC(C)(C)C (tert-butyl 2-(2-chloroacetyl)pyrrolidine-1-carboxylate), NC(=S)N (thiourea). The solvent is C(C)O (ethanol). Product: NC=1SC=C(N1)C1N(CCC1)C(=O)OC(C)(C)C (tert-butyl 2-(2-aminothiazol-4-yl)pyrrolidine-1-carboxylate). RXN SMILES: Cl[CH2:2][C:3]([CH:5]1[CH2:9][CH2:8][CH2:7][N:6]1[C:10]([O:12][C:13]([CH3:16])([CH3:15])[CH3:14])=[O:11])=O.[NH2:17][C:18]([NH2:20])=[S:19]>C(O)C>[NH2:20][C:18]1[S:19][CH:2]=[C:3]([CH:5]2[CH2:9][CH2:8][CH2:7][N:6]2[C:10]([O:12][C:13]([CH3:16])([CH3:15])[CH3:14])=[O:11])[N:17]=1. Procedure details: An ethanol (20 mL) solution of tert-butyl 2-(2-chloroacetyl)pyrrolidine-1-carboxylate (1.08 g, 4.4 mol) and thiourea (334 mg, 4.4 mmol) was stirred at 55 C for 70 hours. Upon completion of the condensation, the solution was evaporated. The solid was dissolved in CH2Cl2 (100 mL). It was washed with dilute NaHCO3 solution, dried and evaporated. Recrystallization from CH2Cl2/hexane afforded tert-butyl 2-(2-aminothiazol-4-yl)pyrrolidine-1-carboxylate. 1H NMR (400 MHz, CDCl3): mixture of rotamers: δ ...